describe an organic reaction: reactants, conditions, products, and yield From a dataset of the Open Reaction Database (ORD), a public repository of structured organic reaction records. The reactants are C1COCCN1, O=C(O)c1ccc(I)cc1NS(=O)(=O)c1cccc2nccnc12. Product: O=C(c1ccc(I)cc1NS(=O)(=O)c1cccc2nccnc12)N1CCOCC1. Reaction SMILES: [CH2:25]1[CH2:26][O:27][CH2:28][CH2:29][NH:30]1.[I:1][c:2]1[cH:3][c:4]([NH:11][S:12](=[O:13])(=[O:14])[c:15]2[c:16]3[n:17][cH:18][cH:19][n:20][c:21]3[cH:22][cH:23][cH:24]2)[c:5]([C:6](=[O:7])[OH:8])[cH:9][cH:10]1>>[I:1][c:2]1[cH:3][c:4]([NH:11][S:12](=[O:13])(=[O:14])[c:15]2[c:16]3[n:17][cH:18][cH:19][n:20][c:21]3[cH:22][cH:23][cH:24]2)[c:5]([C:6](=[O:7])[N:30]2[CH2:25][CH2:26][O:27][CH2:28][CH2:29]2)[cH:9][cH:10]1. Reaction SMILES: [NH2:1][CH2:2][CH2:3][C:4]1[CH:9]=[CH:8][N:7]=[CH:6][CH:5]=1.[C:10](=[O:13])([O-])[O-].[Na+].[Na+].[CH3:16][O:17][C:18]1[N:25]=[CH:24][CH:23]=[CH:22][C:19]=1CCl>O.C(Cl)Cl>[CH3:16][O:17][C:18]1[N:25]=[CH:24][CH:23]=[CH:22][C:19]=1[C:10]([NH:1][CH2:2][CH2:3][C:4]1[CH:9]=[CH:8][N:7]=[CH:6][CH:5]=1)=[O:13] |f:1.2.3|. Procedure: A 3 liter, three neck, round bottom flask equipped with a mechanical stirrer, reflux condenser and dropping funnel was charged with 4-(2-aminoethyl)pyridine (61.0 g., 0.5 mole) in 50 ml. of methylene chloride. Sodium carbonate (124.0 g., 1.0 mole) in water was added in one portion, and with stirring the heterogeneous reaction mixture was cooled in an ice-bath. 2-Methoxynicotinyl chloride (86 g., 0.5 mole) in methylene chloride (500 ml.) was added drop-wise and the mixture was allowed to warm to ... Run in O (water), C(Cl)Cl (methylene chloride), C(Cl)Cl (methylene chloride). Yields the product COC1=C(C(=O)NCCC2=CC=NC=C2)C=CC=N1 (4-[2-(2-Methoxynicotinamido)-ethyl]pyridine). Conditions: time 2 hour. The reactants are NCCC1=CC=NC=C1 (4-(2-aminoethyl)pyridine), C([O-])([O-])=O.[Na+].[Na+] (Sodium carbonate), product, COC1=C(CCl)C=CC=N1 (2-Methoxynicotinyl chloride). The reactants are CCCc1nc(CC)c(Br)c(=O)n1Cc1ccc(-c2ccccc2C#N)cc1, CS(C)=O, CCOC(C)=O, [K+], Oc1ccc2c(c1)OCO2, [OH-]. Yields the product CCCc1nc(CC)c(Oc2ccc3c(c2)OCO3)c(=O)n1Cc1ccc(-c2ccccc2C#N)cc1. Reaction SMILES: [Br:1][c:2]1[c:3]([CH2:27][CH3:28])[n:4][c:5]([CH2:24][CH2:25][CH3:26])[n:6]([CH2:9][c:10]2[cH:11][cH:12][c:13](-[c:16]3[c:17]([C:22]#[N:23])[cH:18][cH:19][cH:20][cH:21]3)[cH:14][cH:15]2)[c:7]1=[O:8].[CH3:41][S:42](=[O:43])[CH3:44].[CH3:45][CH2:46][O:47][C:48](=[O:49])[CH3:50].[K+:40].[O:29]1[CH2:30][O:31][c:32]2[c:33]1[cH:34][cH:35][c:36]([OH:38])[cH:37]2.[OH-:39]>>[c:2]1([O:38][c:36]2[cH:35][cH:34][c:33]3[c:32]([cH:37]2)[O:31][CH2:30][O:29]3)[c:3]([CH2:27][CH3:28])[n:4][c:5]([CH2:24][CH2:25][CH3:26])[n:6]([CH2:9][c:10]2[cH:11][cH:12][c:13](-[c:16]3[c:17]([C:22]#[N:23])[cH:18][cH:19][cH:20][cH:21]3)[cH:14][cH:15]2)[c:7]1=[O:8]. Starting materials: Cl.Cl.FC1CNCC1 (3-Fluoro-pyrrolidine dihydrochloride salt), BrCCCO[Si](C)(C)C(C)(C)C (bromopropoxy-tert-butyldimethyl silane), C(=O)([O-])[O-].[K+].[K+] (K2CO3). The solvent is O (water), C(C)#N (acetonitrile). Run at temperature 50 celsius, time 8 hour. Yields the product C(C)(C)(C)[Si](OCCCN1CC(CC1)F)(C)C (1-[3-(tert-Butyl-dimethyl-silanyloxy)-propyl]-3-fluoro-pyrrolidine). As a reaction SMILES: Cl.Cl.[F:3][CH:4]1[CH2:8][CH2:7][NH:6][CH2:5]1.Br[CH2:10][CH2:11][CH2:12][O:13][Si:14]([C:17]([CH3:20])([CH3:19])[CH3:18])([CH3:16])[CH3:15].C([O-])([O-])=O.[K+].[K+]>C(#N)C.O>[C:17]([Si:14]([CH3:16])([CH3:15])[O:13][CH2:12][CH2:11][CH2:10][N:6]1[CH2:7][CH2:8][CH:4]([F:3])[CH2:5]1)([CH3:20])([CH3:19])[CH3:18] |f:0.1.2,4.5.6|. Procedure details: A solution of 3-Fluoro-pyrrolidine dihydrochloride salt (448 mg, 3.584 mmol) in anhydrous acetonitrile (24 mL) was treated with bromopropoxy-tert-butyldimethyl silane (0.83 mL) and then with K2CO3 (2.5 g, 5 equiv.). The reaction mixture was heated to 50° C. and stirred overnight. The reaction mixture was subsequently diluted with water (75 mL) and extracted with a 6:1 mixture of Hexane and diethyl ether (2×100 mL). The organic layer was washed with NaHCO3(aq) (100 mL) and brine (100 mL) then dri... The reactants are C(C)(=O)OCC (ethyl acetate), C(=O)C=1C=C(C(=O)OC)C=C(C1)N1C=CC=C1 (Methyl 3-formyl-5-(pyrrol-1-yl)benzoate), Cl.NO (hydroxylamine hydrochloride), C[O-].[Na+] (sodium methoxide). The solvent is O (water), CO (methanol). Reaction conditions: time 22 hour. The product is ON=CC=1C=C(C(=O)OC)C=C(C1)N1C=CC=C1 (methyl 3-hydroxyiminomethyl-5-(pyrrol-1-yl)benzoate). Yield: 79.3%. As a reaction SMILES: [CH:1]([C:3]1[CH:4]=[C:5]([CH:10]=[C:11]([N:13]2[CH:17]=[CH:16][CH:15]=[CH:14]2)[CH:12]=1)[C:6]([O:8][CH3:9])=[O:7])=O.Cl.[NH2:19][OH:20].C[O-].[Na+].C(OCC)(=O)C>CO.O>[OH:20][N:19]=[CH:1][C:3]1[CH:4]=[C:5]([CH:10]=[C:11]([N:13]2[CH:17]=[CH:16][CH:15]=[CH:14]2)[CH:12]=1)[C:6]([O:8][CH3:9])=[O:7] |f:1.2,3.4|. Procedure details: Methyl 3-formyl-5-(pyrrol-1-yl)benzoate (2.0 g) was added to a mixture of hydroxylamine hydrochloride (0.61 g) and 28% methanolic sodium methoxide (1.8 ml) in methanol (20 ml) and the whole was stirred for 22 hours at ambient temperature. The reaction mixture was poured into a mixture of ethyl acetate and water. The organic layer was successively washed with brine and dried over magnesium sulfate. The solvent was evaporated in vacuo and the residue was purified by column chromatography on silica...